From a dataset of the Open Reaction Database (ORD), a public repository of structured organic reaction records. describe an organic reaction: reactants, conditions, products, and yield Starting materials: CCOC(=O)CC#N, CCNCC, CC(=O)O, CCO, Nc1ccc(C=O)cc1. The product is CCOC(=O)C(C#N)=Cc1ccc(N)cc1. RXN SMILES: [C:10](#[N:11])[CH2:12][C:13](=[O:14])[O:15][CH2:16][CH3:17].[CH2:18]([NH:19][CH2:20][CH3:21])[CH3:22].[CH3:23][C:24](=[O:25])[OH:26].[CH3:27][CH2:28][OH:29].[NH2:1][c:2]1[cH:3][cH:4][c:5]([CH:6]=[O:7])[cH:8][cH:9]1>>[NH2:1][c:2]1[cH:3][cH:4][c:5]([CH:6]=[C:12]([C:10]#[N:11])[C:13](=[O:14])[O:15][CH2:16][CH3:17])[cH:8][cH:9]1. The reactants are [Cl-].NCC1(N2C(C3=CC=CC=C13)=[NH+]C=C2)C2=CC=C(C=C2)Br (5-(aminomethyl)-5-(4-bromophenyl)-5H-imidazo[2,1-a]isoindol-1-ium chloride), C1=CC2=C(N=C1)N(N=N2)O (HOAT), C1(CCCCC1)C(=O)O (cyclohexanecarboxylic acid), CCN(C(C)C)C(C)C (Hunig's base). Run in CN(C)C=O (DMF), C(CCl)Cl (EDC). Reaction conditions: temperature 40 celsius, time 8 hour. Product: BrC1=CC=C(C=C1)C1(N2C(C3=CC=CC=C13)=NC=C2)CNC(=O)C2CCCCC2 (N-{[5-(4-bromophenyl)-5H-imidazo[2,1-a]isoindol-5-yl]methyl}cyclohexanecarboxamide). As a reaction SMILES: [Cl-].[NH2:2][CH2:3][C:4]1([C:16]2[CH:21]=[CH:20][C:19]([Br:22])=[CH:18][CH:17]=2)[C:12]2[C:7](=[CH:8][CH:9]=[CH:10][CH:11]=2)[C:6]2=[NH+:13][CH:14]=[CH:15][N:5]12.C1C=NC2N(O)N=NC=2C=1.CCN(C(C)C)C(C)C.[CH:42]1([C:48](O)=[O:49])[CH2:47][CH2:46][CH2:45][CH2:44][CH2:43]1>CN(C=O)C.C(Cl)CCl>[Br:22][C:19]1[CH:20]=[CH:21][C:16]([C:4]2([CH2:3][NH:2][C:48]([CH:42]3[CH2:47][CH2:46][CH2:45][CH2:44][CH2:43]3)=[O:49])[C:12]3[C:7](=[CH:8][CH:9]=[CH:10][CH:11]=3)[C:6]3=[N:13][CH:14]=[CH:15][N:5]23)=[CH:17][CH:18]=1 |f:0.1|. Procedure details: To a mixture of 5-(aminomethyl)-5-(4-bromophenyl)-5H-imidazo[2,1-a]isoindol-1-ium chloride (40 mg), EDC (28 mg) and HOAT (13 mg) in DMF (1 mL) was added Hunig's base (75 mg) followed by cyclohexanecarboxylic acid (19 mg). After stirring at 40° C. overnight the mixture was purified by reversed phase HPLC (21×100 mm Phenomenex Gemini, 15-75% MeCN/water containing 0.05% NH4OH over 20 min at 20 mL/min) to give title compound as a white solid. HRMS. Found, 450.1186; calcd for (M+H)+, 450.1176. 1H NMR... Starting materials: O=C([O-])[O-], OC1COCC12CCNCC2, CC#N, Cl, CC(OC1OCCC(COS(C)(=O)=O)C1c1ccc(F)c(F)c1)c1cc(C(F)(F)F)cc(C(F)(F)F)c1, [K+], [K+], O. The product is CC(OC1OCCC(CN2CCC3(CC2)COCC3O)C1c1ccc(F)c(F)c1)c1cc(C(F)(F)F)cc(C(F)(F)F)c1. Reaction SMILES: [C:50](=[O:51])([O-:52])[O-:53].[CH2:39]1[O:40][CH2:41][CH:42]([OH:49])[C:43]12[CH2:44][CH2:45][NH:46][CH2:47][CH2:48]2.[CH3:56][C:57]#[N:58].[ClH:38].[F:1][C:2]([c:3]1[cH:4][c:5]([CH:13]([CH3:14])[O:15][CH:16]2[O:17][CH2:18][CH2:19][CH:20]([CH2:30][O:31][S:32]([CH3:33])(=[O:34])=[O:35])[CH:21]2[c:22]2[cH:23][c:24]([F:29])[c:25]([F:28])[cH:26][cH:27]2)[cH:6][c:7]([C:9]([F:10])([F:11])[F:12])[cH:8]1)([F:36])[F:37].[K+:54].[K+:55].[OH2:59]>>[F:1][C:2]([c:3]1[cH:4][c:5]([CH:13]([CH3:14])[O:15][CH:16]2[O:17][CH2:18][CH2:19][CH:20]([CH2:30][N:46]3[CH2:45][CH2:44][C:43]4([CH2:39][O:40][CH2:41][CH:42]4[OH:49])[CH2:48][CH2:47]3)[CH:21]2[c:22]2[cH:23][c:24]([F:29])[c:25]([F:28])[cH:26][cH:27]2)[cH:6][c:7]([C:9]([F:10])([F:11])[F:12])[cH:8]1)([F:36])[F:37]. Reactants: CC(C)(C)OC(=O)NC1CCN(CC#Cc2nc(NC(CO)Cc3ccccc3)c3ncn(C4CC(NC(=O)CO)C(O)C4O)c3n2)C1, CO, Cl. Product: NC1CCN(CC#Cc2nc(NC(CO)Cc3ccccc3)c3ncn(C4CC(NC(=O)CO)C(O)C4O)c3n2)C1. As a reaction SMILES: [C:1]([O:2][C:3](=[O:4])[NH:7][CH:8]1[CH2:9][N:10]([CH2:13][C:14]#[C:15][c:16]2[n:17][c:18]([NH:37][CH:38]([CH2:39][c:40]3[cH:41][cH:42][cH:43][cH:44][cH:45]3)[CH2:46][OH:47])[c:19]3[n:20][cH:21][n:22]([CH:25]4[CH:26]([OH:36])[CH:27]([OH:35])[CH:28]([NH:30][C:31]([CH2:32][OH:33])=[O:34])[CH2:29]4)[c:23]3[n:24]2)[CH2:11][CH2:12]1)([CH3:5])([CH3:6])[CH3:48].[CH3:50][OH:51].[ClH:49]>>[NH2:7][CH:8]1[CH2:9][N:10]([CH2:13][C:14]#[C:15][c:16]2[n:17][c:18]([NH:37][CH:38]([CH2:39][c:40]3[cH:41][cH:42][cH:43][cH:44][cH:45]3)[CH2:46][OH:47])[c:19]3[n:20][cH:21][n:22]([CH:25]4[CH:26]([OH:36])[CH:27]([OH:35])[CH:28]([NH:30][C:31]([CH2:32][OH:33])=[O:34])[CH2:29]4)[c:23]3[n:24]2)[CH2:11][CH2:12]1. Reactants: S(=S)(=O)([O-])[O-].[Na+].[Na+] (sodium thiosulfate), N(=[N+]=[N-])CCNC=1C(=NON1)C1=NOC(N1C1=CC(=C(C=C1)F)Br)=O (3-(4-(2-azidoethylamino)-1,2,5-oxadiazol-3-yl)-4-(3-bromo-4-fluorophenyl)-1,2,4-oxadiazol-5(4H)-one), [I-].[Na+] (Sodium iodide), Cl[Si](C)(C)C (Chlorotrimethylsilane). Run in O (water), CO (methanol), CO (methanol). Reaction conditions: time 10 minute. Product: I.NCCNC=1C(=NON1)C1=NOC(N1C1=CC(=C(C=C1)F)Br)=O (3-(4-(2-aminoethylamino)-1,2,5-oxadiazol-3-yl)-4-(3-bromo-4-fluorophenyl)-1,2,4-oxadiazol-5(4H)-one hydroiodide). The yield is 95.4%. As a reaction SMILES: [N:1]([CH2:4][CH2:5][NH:6][C:7]1[C:8]([C:12]2[N:16]([C:17]3[CH:22]=[CH:21][C:20]([F:23])=[C:19]([Br:24])[CH:18]=3)[C:15](=[O:25])[O:14][N:13]=2)=[N:9][O:10][N:11]=1)=[N+]=[N-].[I-:26].[Na+].Cl[Si](C)(C)C.S([O-])([O-])(=O)=S.[Na+].[Na+]>CO.O>[IH:26].[NH2:1][CH2:4][CH2:5][NH:6][C:7]1[C:8]([C:12]2[N:16]([C:17]3[CH:22]=[CH:21][C:20]([F:23])=[C:19]([Br:24])[CH:18]=3)[C:15](=[O:25])[O:14][N:13]=2)=[N:9][O:10][N:11]=1 |f:1.2,4.5.6,9.10|. Procedure details: 3-(4-(2-azidoethylamino)-1,2,5-oxadiazol-3-yl)-4-(3-bromo-4-fluorophenyl)-1,2,4-oxadiazol-5(4H)-one (80.0 g, 0.194 mol) was mixed with methanol (800 mL). Sodium iodide (175.0 g, 1.17 mol) was added. The reaction was stirred at room temperature for 10 min. Chlorotrimethylsilane (148 mL, 1.17 mol) was dissolved in methanol (100 mL) and added to the reaction over 30 min. The reaction temperature rose 42° C. The reaction was stirred at room temperature for 30 min. LCMS indicated reaction completed (...